This data is from the Open Reaction Database (ORD), a public repository of structured organic reaction records. The task is: describe an organic reaction: reactants, conditions, products, and yield Starting materials: CC1Oc2ccc(CCN(Cc3cccc(Cl)c3)C(=O)OC(C)(C)C)cc2NC1=O, S=P12SP3(=S)SP(=S)(S1)SP(=S)(S2)S3, c1ccncc1. The product is CC1Oc2ccc(CCN(Cc3cccc(Cl)c3)C(=O)OC(C)(C)C)cc2NC1=S. RXN SMILES: [CH3:1][CH:2]1[O:3][c:4]2[c:5]([cH:9][c:10]([CH2:13][CH2:14][N:15]([C:16](=[O:17])[O:18][C:19]([CH3:20])([CH3:21])[CH3:22])[CH2:23][c:24]3[cH:25][c:26]([Cl:30])[cH:27][cH:28][cH:29]3)[cH:11][cH:12]2)[NH:6][C:7]1=[O:8].[P:31]12(=[S:32])[S:33][P:34]3(=[S:44])[S:35][P:36](=[S:42])([S:37][P:38](=[S:41])([S:39]3)[S:40]1)[S:43]2.[cH:45]1[cH:46][cH:47][n:48][cH:49][cH:50]1>>[CH3:1][CH:2]1[O:3][c:4]2[c:5]([cH:9][c:10]([CH2:13][CH2:14][N:15]([C:16](=[O:17])[O:18][C:19]([CH3:20])([CH3:21])[CH3:22])[CH2:23][c:24]3[cH:25][c:26]([Cl:30])[cH:27][cH:28][cH:29]3)[cH:11][cH:12]2)[NH:6][C:7]1=[S:32]. Reactants: C1CCOC1, CC(C)(C)N, O=[N+]([O-])c1ccc(S(=O)(=O)Cl)cc1. The product is CC(C)(C)NS(=O)(=O)c1ccc([N+](=O)[O-])cc1. RXN SMILES: [CH2:19]1[O:20][CH2:21][CH2:22][CH2:23]1.[CH3:1][C:2]([CH3:3])([CH3:4])[NH2:5].[N+:6](=[O:7])([O-:8])[c:9]1[cH:10][cH:11][c:12]([S:15](=[O:16])(=[O:17])[Cl:18])[cH:13][cH:14]1>>[CH3:1][C:2]([CH3:3])([CH3:4])[NH:5][S:15]([c:12]1[cH:11][cH:10][c:9]([N+:6](=[O:7])[O-:8])[cH:14][cH:13]1)(=[O:16])=[O:17]. The reactants are C(C)O (ethanol), C([C@@H]1[C@H]([C@@H]([C@H]([C@H](O1)O[C@@H]2[C@H](O[C@H]([C@@H]([C@H]2O)O)O)CO)O)O)O)O.O (maltose monohydrate), C(=O)=O (CO2). Solvent: O (water). Conditions: temperature 70 celsius. Product: C([C@@H]1[C@H]([C@@H]([C@H]([C@H](O1)O[C@@H]2[C@H](O[C@H]([C@@H]([C@H]2O)O)O)CO)O)O)O)O (Maltose). As a reaction SMILES: [CH2:1]([OH:23])[C@H:2]1[O:7][C@H:6]([O:8][C@H:9]2[C@H:14]([OH:15])[C@@H:13]([OH:16])[C@H:12]([OH:17])[O:11][C@@H:10]2[CH2:18][OH:19])[C@H:5]([OH:20])[C@@H:4]([OH:21])[C@@H:3]1[OH:22].O.C(O)C.C(=O)=O>O>[CH2:1]([OH:23])[C@H:2]1[O:7][C@H:6]([O:8][C@H:9]2[C@H:14]([OH:15])[C@@H:13]([OH:16])[C@H:12]([OH:17])[O:11][C@@H:10]2[CH2:18][OH:19])[C@H:5]([OH:20])[C@@H:4]([OH:21])[C@@H:3]1[OH:22] |f:0.1|. Procedure: 1.01 g of maltose monohydrate (Sigma UK) was dissolved in 5 ml of deionized water and introduced into a 32 ml particle formation vessel through the intermediate nozzle passage, at a flow rate of 0.03 ml/min. The vessel was maintained at 250 bar and 70° C. Absolute ethanol was co-introduced into the vessel through the inner nozzle passage, at a rate of 0.4 ml/min, and supercritical CO2 through the outer passage at a rate of 9 ml/min. A free-flowing white powder was collected. Reactants: BrC1=CC2=C(NC3=C2C=C(N=C3)CO)N=C1 (3-bromo-9H-dipyrido[2,3-b;4′,3′-d]pyrrole-6-methanol), CN1CCN(CC1)C1=CC=C(C=C1)B1OC(C)(C)C(C)(C)O1 (4-(4-methylpiperazin-1-yl)phenylboronic acid pinacol ester). Reagents/catalysts: Cl[Pd]([P](C1=CC=CC=C1)(C2=CC=CC=C2)C3=CC=CC=C3)([P](C4=CC=CC=C4)(C5=CC=CC=C5)C6=CC=CC=C6)Cl (bis(triphenylphosphine)palladium(II) dichloride). Solvent: C(C)#N (acetonitrile), C([O-])([O-])=O.[Na+].[Na+] (sodium carbonate), C1CCOC1 (THF). Run at temperature 150 celsius. The product is CN1CCN(CC1)C1=CC=C(C=C1)C1=CC2=C(NC3=C2C=C(N=C3)CO)N=C1 ({3-[4-(4-Methylpiperazin-1-yl)-phenyl]-9H-dipyrido[2,3-b;4′,3′-d]pyrrol-6-yl}-methanol). As a reaction SMILES: Br[C:2]1[CH:16]=[N:15][C:5]2[NH:6][C:7]3[CH:12]=[N:11][C:10]([CH2:13][OH:14])=[CH:9][C:8]=3[C:4]=2[CH:3]=1.[CH3:17][N:18]1[CH2:23][CH2:22][N:21]([C:24]2[CH:29]=[CH:28][C:27](B3OC(C)(C)C(C)(C)O3)=[CH:26][CH:25]=2)[CH2:20][CH2:19]1>C(#N)C.C(=O)([O-])[O-].[Na+].[Na+].C1COCC1.Cl[Pd](Cl)([P](C1C=CC=CC=1)(C1C=CC=CC=1)C1C=CC=CC=1)[P](C1C=CC=CC=1)(C1C=CC=CC=1)C1C=CC=CC=1>[CH3:17][N:18]1[CH2:23][CH2:22][N:21]([C:24]2[CH:25]=[CH:26][C:27]([C:2]3[CH:16]=[N:15][C:5]4[NH:6][C:7]5[CH:12]=[N:11][C:10]([CH2:13][OH:14])=[CH:9][C:8]=5[C:4]=4[CH:3]=3)=[CH:28][CH:29]=2)[CH2:20][CH2:19]1 |f:3.4.5,^1:55,74|. Reported procedure: A suspension of 3-bromo-9H-dipyrido[2,3-b;4′,3′-d]pyrrole-6-methanol (40.7 mg, 0.146 mmol), 4-(4-methylpiperazin-1-yl)phenylboronic acid pinacol ester (46.4 mg, 0.154 mmol) and bis(triphenylphosphine)palladium(II) dichloride (5.1 mg, 7.3 μmol) in acetonitrile (0.73 mL) and 2N aqueous sodium carbonate solution (0.73 mL) was heated at 150° C. under microwave irradiation for 20 minutes. The cooled reaction mixture was diluted with THF, the solid removed by filtration, and washed with THF and DCM. T... Starting materials: [H-].[Na+] (sodium hydride), CC1(N(C(N(C1=O)C1=CC(=C(C#N)C=C1)C(F)(F)F)=O)CCCCO)C (4-(4,4-dimethyl 2,5-dioxo 3-(4-hydroxy butyl) 1-imidazolidinyl) 2-(trifluoromethyl) benzonitrile), [H-].[Na+] (sodium hydride), CI (methyl iodide), CI (methyl iodide), O (water). Reaction conditions: time 20 minute. Solvent: CN(C=O)C (dimethylformamide). Reported procedure: 50 mg of sodium hydride were added in several lots to 370 mg of the product of Example 58 in solution in 3 ml of dimethylformamide and the mixture was stirred for 20 minutes. 0.06 ml of methyl iodide were added and the mixture was stirred for one hour. A further 50 mg of sodium hydride were added and then after 20 minutes, 0.06 ml of methyl iodide were added. The reaction medium was poured into water and extracted with ether. The extracts were washed with water, dried and the solvent was evapora... The product is CC1(N(C(N(C1=O)C1=CC(=C(C#N)C=C1)C(F)(F)F)=O)CCCCOC)C (4-[4,4-dimethyl 2,5-dioxo 3-(4-methoxybutyl) 1-imidazolidinyl] 2-(trifluoromethyl)-benzonitrile). RXN SMILES: [H-].[Na+].[CH3:3][C:4]1([CH3:28])[C:8](=[O:9])[N:7]([C:10]2[CH:17]=[CH:16][C:13]([C:14]#[N:15])=[C:12]([C:18]([F:21])([F:20])[F:19])[CH:11]=2)[C:6](=[O:22])[N:5]1[CH2:23][CH2:24][CH2:25][CH2:26][OH:27].[CH3:29]I.O>CN(C)C=O>[CH3:3][C:4]1([CH3:28])[C:8](=[O:9])[N:7]([C:10]2[CH:17]=[CH:16][C:13]([C:14]#[N:15])=[C:12]([C:18]([F:19])([F:20])[F:21])[CH:11]=2)[C:6](=[O:22])[N:5]1[CH2:23][CH2:24][CH2:25][CH2:26][O:27][CH3:29] |f:0.1|. Starting materials: Cl (hydrochloric acid), [H][H] (hydrogen), C(CC)N(CC1(CCC2=CC=C(C=C12)OC)O)CCC (N,N-dipropyl-1-hydroxy-6-methoxy-1-indanmethylamine). The reagents and catalysts are [Pd] (palladium on carbon), O (water). Run in CO (methanol). Yields the product C(CC)N(CC1CCC2=CC=C(C=C12)OC)CCC (N,N-dipropyl-6-methoxy-1-indanmethylamine). Reaction SMILES: [CH2:1]([N:4]([CH2:18][CH2:19][CH3:20])[CH2:5][C:6]1(O)[C:14]2[C:9](=[CH:10][CH:11]=[C:12]([O:15][CH3:16])[CH:13]=2)[CH2:8][CH2:7]1)[CH2:2][CH3:3].Cl.[H][H]>CO.[Pd].O>[CH2:18]([N:4]([CH2:1][CH2:2][CH3:3])[CH2:5][CH:6]1[C:14]2[C:9](=[CH:10][CH:11]=[C:12]([O:15][CH3:16])[CH:13]=2)[CH2:8][CH2:7]1)[CH2:19][CH3:20]. Procedure: 12 g of N,N-dipropyl-1-hydroxy-6-methoxy-1-indanmethylamine were dissolved in 100 milliliters of methanol and 7 milliliters of concentrated hydrochloric acid and reduced catalytically with hydrogen at 3 atmospheres and 50 degrees Centigrade for 20 hours with 10 g of 5% palladium on carbon black containing 50% of water as a catalyst. After filtration of the catalyst and evaporation of the methanol 13 grams of product were obtained. The oxalate was precipitated from acetone. M.P. 124°-130° C. Starting materials: O (water), C([O-])([O-])=O.[K+].[K+] (potassium carbonate), FC(S(=O)(=O)OCP(=O)(OCC)OCC)(F)F (diethoxy-phosphorylmethyl trifluoro-methanesulphonate), ClC=1C=C(C=C(C1)Cl)S(=O)(=O)NC=1C=C2C=CNC2=CC1 (3,5-dichloro-N-(1H-indol-5-yl)-phenylsulphonamide). Solvent: CN(C=O)C (dimethylformamide), C(C)(=O)OCC (ethyl acetate). Conditions: time 8 hour. The product is ClC=1C=C(C=C(C1)Cl)S(=O)(=O)N(C=1C=C2C=CNC2=CC1)CP(OCC)(OCC)=O (Diethyl {[(3,5-dichloro-phenylsulphonyl)-(1H-indol-5-yl)-amino]-methyl}-phosphonate). As a reaction SMILES: [Cl:1][C:2]1[CH:3]=[C:4]([S:9]([NH:12][C:13]2[CH:14]=[C:15]3[C:19](=[CH:20][CH:21]=2)[NH:18][CH:17]=[CH:16]3)(=[O:11])=[O:10])[CH:5]=[C:6]([Cl:8])[CH:7]=1.C(=O)([O-])[O-].[K+].[K+].FC(F)(F)S(O[CH2:34][P:35]([O:40][CH2:41][CH3:42])([O:37][CH2:38][CH3:39])=[O:36])(=O)=O.O>CN(C)C=O.C(OCC)(=O)C>[Cl:8][C:6]1[CH:5]=[C:4]([S:9]([N:12]([CH2:34][P:35](=[O:36])([O:40][CH2:41][CH3:42])[O:37][CH2:38][CH3:39])[C:13]2[CH:14]=[C:15]3[C:19](=[CH:20][CH:21]=2)[NH:18][CH:17]=[CH:16]3)(=[O:11])=[O:10])[CH:3]=[C:2]([Cl:1])[CH:7]=1 |f:1.2.3|. Procedure: 2.56 g 3,5-dichloro-N-(1H-indol-5-yl)-phenylsulphonamide are dissolved in 25 ml dimethylformamide. To this, 3.11 g potassium carbonate and 2.93 ml diethoxy-phosphorylmethyl trifluoro-methanesulphonate are added dropwise. The mixture is stirred overnight at ambient temperature, divided between water and ethyl acetate and the aqueous phase is extracted twice with ethyl acetate. The combined organic phases are washed twice with water and once with saturated sodium chloride solution and dried on mag... The reactants are CC1=C(C(N)=O)C(c2ccc(C#N)cc2)n2nnnc2N1c1cccc(C(F)(F)F)c1, C1CCOC1, CC[N+](CC)(CC)S(=O)(=O)NC(=O)OC, [OH-]. Yields the product CC1=C(C#N)C(c2ccc(C#N)cc2)n2nnnc2N1c1cccc(C(F)(F)F)c1. RXN SMILES: [C:1](#[N:2])[c:3]1[cH:4][cH:5][c:6]([CH:9]2[C:10]([C:29](=[O:30])[NH2:31])=[C:11]([CH3:28])[N:12]([c:18]3[cH:19][c:20]([C:24]([F:25])([F:26])[F:27])[cH:21][cH:22][cH:23]3)[c:13]3[n:14]2[n:15][n:16][n:17]3)[cH:7][cH:8]1.[CH2:48]1[O:49][CH2:50][CH2:51][CH2:52]1.[CH3:33][O:34][C:35]([NH:36][S:37]([N+:38]([CH2:39][CH3:40])([CH2:41][CH3:42])[CH2:43][CH3:44])(=[O:45])=[O:46])=[O:47].[OH-:32]>>[C:1](#[N:2])[c:3]1[cH:4][cH:5][c:6]([CH:9]2[C:10]([C:29]#[N:31])=[C:11]([CH3:28])[N:12]([c:18]3[cH:19][c:20]([C:24]([F:25])([F:26])[F:27])[cH:21][cH:22][cH:23]3)[c:13]3[n:14]2[n:15][n:16][n:17]3)[cH:7][cH:8]1. The reactants are ClC=1C=C(C=C(C1C=1SC=2C(=NC=CC2N1)Cl)Cl)NC(C)=O (N-[3,5-dichloro-4-(4-chlorothiazolo[5,4-c]pyridin-2-yl)-phenyl]-acetamide), CC1=CC(=NC=N1)N (6-methylpyrimidin-4-ylamine), CC1(C2=C(C(=CC=C2)P(C3=CC=CC=C3)C4=CC=CC=C4)OC5=C(C=CC=C51)P(C6=CC=CC=C6)C7=CC=CC=C7)C (XantPhos), C(=O)([O-])[O-].[Cs+].[Cs+] (Cs2CO3). The reagents and catalysts are C=1C=CC(=CC1)/C=C/C(=O)/C=C/C2=CC=CC=C2.C=1C=CC(=CC1)/C=C/C(=O)/C=C/C2=CC=CC=C2.C=1C=CC(=CC1)/C=C/C(=O)/C=C/C2=CC=CC=C2.[Pd].[Pd] (Pd2(dba)3). Solvent: O1CCOCC1 (dioxane). Product: ClC=1C=C(C=C(C1C=1SC=2C(=NC=CC2N1)NC1=NC=NC(=C1)C)Cl)NC(C)=O (N-{3,5-Dichloro-4-[4-(6-methylpyrimidin-4-ylamino)thiazolo[5,4-c]pyridin-2-yl]-phenyl}-acetamide). Yield: 31.4%. RXN SMILES: [Cl:1][C:2]1[CH:3]=[C:4]([NH:19][C:20](=[O:22])[CH3:21])[CH:5]=[C:6]([Cl:18])[C:7]=1[C:8]1[S:9][C:10]2[C:11](Cl)=[N:12][CH:13]=[CH:14][C:15]=2[N:16]=1.[CH3:23][C:24]1[N:29]=[CH:28][N:27]=[C:26]([NH2:30])[CH:25]=1.CC1(C)C2C(=C(P(C3C=CC=CC=3)C3C=CC=CC=3)C=CC=2)OC2C(P(C3C=CC=CC=3)C3C=CC=CC=3)=CC=CC1=2.C([O-])([O-])=O.[Cs+].[Cs+]>O1CCOCC1.C1C=CC(/C=C/C(/C=C/C2C=CC=CC=2)=O)=CC=1.C1C=CC(/C=C/C(/C=C/C2C=CC=CC=2)=O)=CC=1.C1C=CC(/C=C/C(/C=C/C2C=CC=CC=2)=O)=CC=1.[Pd].[Pd]>[Cl:1][C:2]1[CH:3]=[C:4]([NH:19][C:20](=[O:22])[CH3:21])[CH:5]=[C:6]([Cl:18])[C:7]=1[C:8]1[S:9][C:10]2[C:11]([NH:30][C:26]3[CH:25]=[C:24]([CH3:23])[N:29]=[CH:28][N:27]=3)=[N:12][CH:13]=[CH:14][C:15]=2[N:16]=1 |f:3.4.5,7.8.9.10.11|. Reported procedure: A mixture of N-[3,5-dichloro-4-(4-chlorothiazolo[5,4-c]pyridin-2-yl)-phenyl]-acetamide (0.057 g, 0.15 mmol), 6-methylpyrimidin-4-ylamine (0.020 g, 0.18 mmol), Pd2(dba)3 (0.007 g, 0.0075 mmol), XantPhos (0.017 g, 0.03 mmol) and Cs2CO3 (0.098 g, 0.30 mmol) in dioxane (2 mL) was degassed with a stream of N2 and then subjected to microwave irradiation at 150° C. for 30 minutes. After cooling to room temperature, the crude reaction mixture was partitioned between EtOAc and water. The organic layer wa...